From a dataset of the Open Reaction Database (ORD), a public repository of structured organic reaction records. describe an organic reaction: reactants, conditions, products, and yield The reactants are C1COCCO1, COc1ccccc1N1CCNCC1, CCOC(C)=O, C#CCN(c1ccnc2cc(Cl)ccc12)n1cccc1, Cl[Cu]. Product: COc1ccccc1N1CCN(CC#CCN(c2ccnc3cc(Cl)ccc23)n2cccc2)CC1. RXN SMILES: [CH2:1]1[O:2][CH2:3][CH2:4][O:5][CH2:6]1.[CH3:27][O:28][c:29]1[c:30]([N:35]2[CH2:36][CH2:37][NH:38][CH2:39][CH2:40]2)[cH:31][cH:32][cH:33][cH:34]1.[CH3:41][CH2:42][O:43][C:44](=[O:45])[CH3:46].[Cl:7][c:8]1[cH:9][cH:10][c:11]2[c:12]([N:18]([n:19]3[cH:20][cH:21][cH:22][cH:23]3)[CH2:24][C:25]#[CH:26])[cH:13][cH:14][n:15][c:16]2[cH:17]1.[Cu:47][Cl:48]>>[CH2:1]([C:26]#[C:25][CH2:24][N:18]([c:12]1[c:11]2[cH:10][cH:9][c:8]([Cl:7])[cH:17][c:16]2[n:15][cH:14][cH:13]1)[n:19]1[cH:20][cH:21][cH:22][cH:23]1)[N:38]1[CH2:37][CH2:36][N:35]([c:30]2[c:29]([O:28][CH3:27])[cH:34][cH:33][cH:32][cH:31]2)[CH2:40][CH2:39]1. Starting materials: [OH-].[Na+] (sodium hydroxide), N1N=CC2=CC=CC=C12 (1H-indazole), C(C)O (ethanol), NOS(=O)(=O)O (hydroxylamine-O-sulfonic acid). Solvent: O (water). Reaction conditions: temperature 55 celsius. Yields the product NN1N=CC2=CC=CC=C12 (1-aminoindazole). The yield is 47.3%. Reaction SMILES: [OH-].[Na+].[NH:3]1[C:11]2[C:6](=[CH:7][CH:8]=[CH:9][CH:10]=2)[CH:5]=[N:4]1.C(O)C.[NH2:15]OS(O)(=O)=O>O>[NH2:15][N:3]1[C:11]2[C:6](=[CH:7][CH:8]=[CH:9][CH:10]=2)[CH:5]=[N:4]1 |f:0.1|. Procedure details: To a solution of 2.2 g(55 mmol) of sodium hydroxide in 30 ml of water was added 1.33 g(10 mmol) of 1H-indazole and ethanol was slowly added at 50° C. until the reaction mixture was dissolved thoroughly. The resulting mixture was heated to 55° C. and 2.83 g(25 mmol) of hydroxylamine-O-sulfonic acid was slowly added over 30 min with vigorous stirring followed by further stirring for 30 min. After completion of reaction, the resulting precipitate was filtered off, and the filtrate was extracted wit... Starting materials: BrC=1N([C@H]2CC[C@@H](CO)O2)C=2N=CN=C(C2N1)O (8-bromo-2',3'-dideoxyinosine), C(CN)N (ethylenediamine). Product: NCC[C@@]1(CC[C@@H](CO)O1)N1C=NC=2C(O)=NC=NC12 (2-aminoethyl -2',3'-dideoxyinosine). Reaction SMILES: Br[C:2]1[N:3]([C:11]2[N:12]=[CH:13][N:14]=[C:15]([OH:18])[C:16]=2[N:17]=1)[C@@H:4]1[O:10][C@H:7]([CH2:8][OH:9])[CH2:6][CH2:5]1.[CH2:19](N)[CH2:20][NH2:21]>>[NH2:21][CH2:20][CH2:19][C@@:4]1([N:3]2[C:11]3[N:12]=[CH:13][N:14]=[C:15]([OH:18])[C:16]=3[N:17]=[CH:2]2)[O:10][C@H:7]([CH2:8][OH:9])[CH2:6][CH2:5]1. Procedure details: The product from step 1 can then be reacted with ethylenediamine to give 8-(2-aminoethyl -2',3'-dideoxyinosine (8-AE-ddI) (Reaction B). Starting materials: [N-]=C=O.[N-]=C=O.O=C1C=C(CC(C)(C)C1)C (isophorone-diisocyanate), 4,4'-diphenylmethane-diisocyanate, C1=CC(=CC=C1CC2=CC=C(C=C2)N=C=O)N=C=O (Isonate). Reaction conditions: temperature 80 celsius. Product: castor oil, C(O)C(CC)(CO)CO (trimethylolpropane). RXN SMILES: C1C(CC2C=CC(N=C=O)=CC=2)=CC=C(N=C=O)C=1.[N-]=[C:21]=[O:22].[N-]=[C:24]=[O:25].[O:26]=[C:27]1CC(C)(C)[CH2:30][C:29](C)=[CH:28]1>>[CH2:27]([C:28]([CH2:21][OH:22])([CH2:24][OH:25])[CH2:29][CH3:30])[OH:26] |f:1.2.3|. Procedure: 8.25 val of 4,4'-diphenylmethane-diisocyanate, which contains its own dimers and trimers (Isonate 143 L), are introduced into a reactor together with 2.5 val of isophorone-diisocyanate and then heated to an internal temperature of 80° C. while stirring and leading in nitrogen to provide an inert atmosphere, the reaction, continuing until a clear solution is present. In the meantime, in a second reactor, a solution of 0.9 val of castor oil and 1.3 val of trimethylolpropane is produced within abou... Reactants: CCCN(CCC)C(=O)C1=Cc2ccc(Br)cc2N=C(NC(=O)OC(C)(C)C)C1, CCO, [K], [K], [Na+], [Na+], O=C([O-])[O-], CC(=O)[O-], CC(=O)[O-], O, OB(O)c1ccc(O)cc1, [Pd+2], O=S(=O)(O)c1ccc(P(c2ccccc2)c2ccc(S(=O)(=O)O)cc2)cc1. The product is CCCN(CCC)C(=O)C1=Cc2ccc(-c3ccc(O)cc3)cc2N=C(NC(=O)OC(C)(C)C)C1. Reaction SMILES: [Br:1][c:2]1[cH:3][cH:4][c:5]2[c:6]([cH:29]1)[N:7]=[C:8]([NH:21][C:22]([O:23][C:24]([CH3:25])([CH3:26])[CH3:27])=[O:28])[CH2:9][C:10]([C:12]([N:13]([CH2:14][CH2:15][CH3:16])[CH2:17][CH2:18][CH3:19])=[O:20])=[CH:11]2.[CH3:85][CH2:86][OH:87].[K:41].[K:42].[Na+:70].[Na+:71].[O-:72][C:73](=[O:74])[O-:75].[O-:77][C:78]([CH3:79])=[O:80].[O-:81][C:82]([CH3:83])=[O:84].[OH2:40].[OH:30][c:31]1[cH:32][cH:33][c:34]([B:37]([OH:38])[OH:39])[cH:35][cH:36]1.[Pd+2:76].[c:43]1([P:44]([c:45]2[cH:46][cH:47][c:48]([S:49]([OH:50])(=[O:51])=[O:52])[cH:53][cH:54]2)[c:55]2[cH:56][cH:57][c:58]([S:59]([OH:60])(=[O:61])=[O:62])[cH:63][cH:64]2)[cH:65][cH:66][cH:67][cH:68][cH:69]1>>[c:2]1(-[c:34]2[cH:33][cH:32][c:31]([OH:30])[cH:36][cH:35]2)[cH:3][cH:4][c:5]2[c:6]([cH:29]1)[N:7]=[C:8]([NH:21][C:22]([O:23][C:24]([CH3:25])([CH3:26])[CH3:27])=[O:28])[CH2:9][C:10]([C:12]([N:13]([CH2:14][CH2:15][CH3:16])[CH2:17][CH2:18][CH3:19])=[O:20])=[CH:11]2. Reactants: C(C)OC(=O)C=1C=NC2=C(C=CC=C2C1Cl)OC (4-Chloro-8-methoxy-quinoline-3-carboxylic acid ethyl ester), C(C1=CC=CC=C1)N (benzylamine). Product: C(C)OC(=O)C=1C=NC2=C(C=CC=C2C1NCC1=CC=CC=C1)OC (4-benzylamino-8-methoxy-quinoline-3-carboxylic acid ethyl ester). Reaction SMILES: [CH2:1]([O:3][C:4]([C:6]1[CH:7]=[N:8][C:9]2[C:14]([C:15]=1Cl)=[CH:13][CH:12]=[CH:11][C:10]=2[O:17][CH3:18])=[O:5])[CH3:2].[CH2:19]([NH2:26])[C:20]1[CH:25]=[CH:24][CH:23]=[CH:22][CH:21]=1>>[CH2:1]([O:3][C:4]([C:6]1[CH:7]=[N:8][C:9]2[C:14]([C:15]=1[NH:26][CH2:19][C:20]1[CH:25]=[CH:24][CH:23]=[CH:22][CH:21]=1)=[CH:13][CH:12]=[CH:11][C:10]=2[O:17][CH3:18])=[O:5])[CH3:2]. Procedure: 4-Chloro-8-methoxy-quinoline-3-carboxylic acid ethyl ester (250 mg, 0.94 mmol) was treated with benzylamine following general procedure B to afford 4-benzylamino-8-methoxy-quinoline-3-carboxylic acid ethyl ester (220 mg). Thus obtained amino-ester was hydrolyzed to the corresponding acid using general procedure D and then transformed into the corresponding ethylamide (180 mg) following general procedure E. The above ethylamide (0.54 mmol) was subjected to reaction with methyl chloroformate accor... Starting materials: NC=1C(=CC(=C(C1)C=1C(N(C(=CC1)C(F)(F)F)C)=O)Cl)O (3-(5-amino-2-chloro-4-hydroxyphenyl)-1-methyl-6-trifluoromethyl-2(1H)-pyridone), C1=CN(C=N1)C(=O)N2C=CN=C2 (CDI), O (water). Solvent: C1CCOC1 (THF). Reaction conditions: time 1 hour. Yields the product ClC1=CC2=C(NC(O2)=O)C=C1C=1C(N(C(=CC1)C(F)(F)F)C)=O (3-(6-chlorobenzoxazolin-2-on-5-yl)-1-methyl-6-trifluoromethyl-2(1H)-pyridone). The yield is 62.6%. RXN SMILES: [NH2:1][C:2]1[C:3]([OH:21])=[CH:4][C:5]([Cl:20])=[C:6]([C:8]2[C:9](=[O:19])[N:10]([CH3:18])[C:11]([C:14]([F:17])([F:16])[F:15])=[CH:12][CH:13]=2)[CH:7]=1.C1N=CN([C:27](N2C=NC=C2)=[O:28])C=1.O>C1COCC1>[Cl:20][C:5]1[C:6]([C:8]2[C:9](=[O:19])[N:10]([CH3:18])[C:11]([C:14]([F:17])([F:15])[F:16])=[CH:12][CH:13]=2)=[CH:7][C:2]2[NH:1][C:27](=[O:28])[O:21][C:3]=2[CH:4]=1. Procedure details: 0.6 g (1.9 mmol) of 3-(5-amino-2-chloro-4-hydroxyphenyl)-1-methyl-6-trifluoromethyl-2(1H)-pyridone and 0.35 g (2.2 mmol) of CDI were dissolved in 5 ml of THF, followed by stirring for 1 hour under heating and refluxing. After completion of the reaction, the reaction solution was poured into water and extracted with ethyl acetate. The organic layer was washed with water and dried over anhydrous magnesium sulfate. The organic layer was distilled off under reduced pressure, and the obtained residue...